From a dataset of the Open Reaction Database (ORD), a public repository of structured organic reaction records. describe an organic reaction: reactants, conditions, products, and yield Reactants: CC1(C(C2CCC1C2)C2(CC=C(CC2)C)C=O)C (1-(3,3-Dimethyl-bicyclo[2.2.1]hept-2-yl)-4-methyl-cyclohex-3-enecarbaldehyde), 1-L, COCCO[AlH2-]OCCOC.[Na+] (Vitride). Run in C1(=CC=CC=C1)C (toluene). Reaction conditions: temperature 20 celsius, time 3 hour. Product: crude product, CC1(C(C2CCC1C2)C2(CC=C(CC2)C)CO)C ([1-(3,3-dimethyl-bicyclo[2.2.1]hept-2-yl)-4-methyl-cyclohex-3-enyl]-methanol). The yield is 82.8%. As a reaction SMILES: COCCO[AlH2-]OCCOC.[Na+].[CH3:13][C:14]1([CH3:30])[CH:19]2[CH2:20][CH:16]([CH2:17][CH2:18]2)[CH:15]1[C:21]1([CH:28]=[O:29])[CH2:26][CH2:25][C:24]([CH3:27])=[CH:23][CH2:22]1>C1(C)C=CC=CC=1>[CH3:13][C:14]1([CH3:30])[CH:19]2[CH2:20][CH:16]([CH2:17][CH2:18]2)[CH:15]1[C:21]1([CH2:28][OH:29])[CH2:26][CH2:25][C:24]([CH3:27])=[CH:23][CH2:22]1 |f:0.1|. Procedure details: A 1-L reaction flask equipped with a stirrer, a thermometer, a reflux condenser, a heating mantle, and an addition funnel was charged with Vitride (260 g, 0.84 mol) and toluene (260 g). The resulting mixture was stirred at 20° C. The Diels-Alder product containing 1-(3,3-dimethyl-bicyclo[2.2.1]hept-2-yl)-4-methyl-cyclohex-3-enecarbaldehyde (275 g, 1.16 mol, synthesized as above in EXAMPLE V) was added over about 2 hours. The temperature was allowed to rise to 40° C. The reaction mass was aged fo... Reactants: COC(C1=C(C=CC(=C1)C(CC)(C)C)O)=O (Methyl-2-hydroxy-5-(1,1-dimethylpropyl)benzoate), ClC1=C(C=C(C=C1)C(F)(F)F)[N+](=O)[O-] (4-chloro-3-nitrobenzotrifluoride), C([O-])([O-])=O.[K+].[K+] (potassium carbonate). The solvent is CN(C=O)C (dimethylformamide). The product is [N+](=O)([O-])C1=C(OC2=C(C(=O)OC)C=C(C=C2)C(CC)(C)C)C=CC(=C1)C(F)(F)F (Methyl 2-(2-nitro-4-trifluoromethylphenoxy)-5-(1,1-dimethylpropyl)benzoate). RXN SMILES: [CH3:1][O:2][C:3](=[O:16])[C:4]1[CH:9]=[C:8]([C:10]([CH3:14])([CH3:13])[CH2:11][CH3:12])[CH:7]=[CH:6][C:5]=1[OH:15].Cl[C:18]1[CH:23]=[CH:22][C:21]([C:24]([F:27])([F:26])[F:25])=[CH:20][C:19]=1[N+:28]([O-:30])=[O:29].C(=O)([O-])[O-].[K+].[K+]>CN(C)C=O>[N+:28]([C:19]1[CH:20]=[C:21]([C:24]([F:25])([F:26])[F:27])[CH:22]=[CH:23][C:18]=1[O:15][C:5]1[CH:6]=[CH:7][C:8]([C:10]([CH3:13])([CH3:14])[CH2:11][CH3:12])=[CH:9][C:4]=1[C:3]([O:2][CH3:1])=[O:16])([O-:30])=[O:29] |f:2.3.4|. Reported procedure: Methyl-2-hydroxy-5-(1,1-dimethylpropyl)benzoate (3.0 g, 0.0135 mol), 4-chloro-3-nitrobenzotrifluoride (1.94 ml, 0.013 mol) and potassium carbonate (1.1 g, 0.008 mol) were mixed in dimethylformamide (50 mL) for 3 h. The solvents were evaporated and the residue was flash chromatographed (silica gel, ethyl acetate/hexane) to yield the title compound. 1H NMR (250 MHz, CDCl3) δ8.24 (d, 1H); 7.99 (d, 1H), 7.54-7.68 (m, 2H), 7.15 (d, 1H), 6.82 (d, 1H), 3.70 (s, 3H), 1.61-1.76 (m, 2H), 1.32 (s, 6H), 0.6... Isolated yield 32.8%. Starting materials: C(C)(C)(C)OC(NC1=CC=C(C=C1)I)=O ((4-iodo-phenyl)-carbamic acid tert-butyl ester), [Pd(PPh3)2]Cl2, C([O-])([O-])=O.[K+].[K+] (potassium carbonate), C(CC#C)N1N=NC=C1 (1-but-3-ynyl-1H-[1,2,3]triazole), B1C2CCCC1CCC2 (9-BBN). Reaction conditions: time 2 hour. Run in C(C)(=O)OCC (ethyl acetate), CN(C=O)C (N,N-dimethyl formamide), C1CCOC1 (THF). As a reaction SMILES: [CH2:1]([N:5]1[CH:9]=[CH:8][N:7]=[N:6]1)[CH2:2][C:3]#[CH:4].B1C2CCCC1CCC2.[C:19]([O:23][C:24](=[O:33])[NH:25][C:26]1[CH:31]=[CH:30][C:29](I)=[CH:28][CH:27]=1)([CH3:22])([CH3:21])[CH3:20].C(=O)([O-])[O-].[K+].[K+]>C1COCC1.CN(C)C=O.C(OCC)(=O)C>[C:19]([O:23][C:24](=[O:33])[NH:25][C:26]1[CH:27]=[CH:28][C:29]([CH:4]=[CH:3][CH2:2][CH2:1][N:5]2[CH:9]=[CH:8][N:7]=[N:6]2)=[CH:30][CH:31]=1)([CH3:22])([CH3:20])[CH3:21] |f:3.4.5|. Product: C(C)(C)(C)OC(NC1=CC=C(C=C1)C=CCCN1N=NC=C1)=O ([4-(4-[1,2,3]triazol-1-yl-but-1-enyl)-phenyl]-carbamic acid tert-butyl ester). Reported procedure: A solution of 1-but-3-ynyl-1H-[1,2,3]triazole (0.76 g, 6.3 mmol) in anhydrous THF (50 ml) was treated with 9-BBN (0.5 M in THF, 27.6 ml, 13.8 mmol) at 0° C. and stirred for 2 h. This mixture was added to a solution of (4-iodo-phenyl)-carbamic acid tert-butyl ester (2 g, 6.3 mmol), [Pd(PPh3)2]Cl2 (0.51 g, 0.63 mmol) and aqueous potassium carbonate (3M, 6.3 ml, 18.8 mmol) in N,N-dimethyl formamide (50 ml) and stirred for 2 h at 70° C. After cooling to room temperature ethyl acetate (100 ml) was ad... Starting materials: CCOC(=O)c1cccc(N2CCNCC2)c1C, O=C(NCC(F)(F)F)C1(CCCBr)c2ccccc2Oc2ccccc21. Yields the product CCOC(=O)c1cccc(N2CCN(CCCC3(C(=O)NCC(F)(F)F)c4ccccc4Oc4ccccc43)CC2)c1C. Reaction SMILES: [CH3:1][c:2]1[c:3]([C:4](=[O:5])[O:6][CH2:7][CH3:8])[cH:9][cH:10][cH:11][c:12]1[N:13]1[CH2:14][CH2:15][NH:16][CH2:17][CH2:18]1.[F:19][C:20]([CH2:21][NH:22][C:23](=[O:24])[C:25]1([CH2:39][CH2:40][CH2:41][Br:42])[c:26]2[cH:27][cH:28][cH:29][cH:30][c:31]2[O:32][c:33]2[cH:34][cH:35][cH:36][cH:37][c:38]21)([F:43])[F:44]>>[CH3:1][c:2]1[c:3]([C:4](=[O:5])[O:6][CH2:7][CH3:8])[cH:9][cH:10][cH:11][c:12]1[N:13]1[CH2:14][CH2:15][N:16]([CH2:41][CH2:40][CH2:39][C:25]2([C:23]([NH:22][CH2:21][C:20]([F:19])([F:43])[F:44])=[O:24])[c:26]3[cH:27][cH:28][cH:29][cH:30][c:31]3[O:32][c:33]3[cH:34][cH:35][cH:36][cH:37][c:38]32)[CH2:17][CH2:18]1. Starting materials: ClC(=O)C1=CC2=C(OCC3=C(C2=O)C=CC=C3)C=C1 (2-chlorocarbonyl-6,11-dihydro-11-oxo-dibenz[b,e]oxepin), C(CO)O (ethylene glycol). Solvent: C(Cl)Cl (methylene chloride). Conditions: time 18 hour. Product: O=C1C2=C(OCC3=C1C=CC=C3)C=CC(=C2)C(=O)OCCO (β-Hydroxyethyl 6,11-Dihydro-11-oxodibenz[b,e]oxepin-2-carboxylate). As a reaction SMILES: Cl[C:2]([C:4]1[CH:19]=[CH:18][C:7]2[O:8][CH2:9][C:10]3[CH:17]=[CH:16][CH:15]=[CH:14][C:11]=3[C:12](=[O:13])[C:6]=2[CH:5]=1)=[O:3].[CH2:20]([OH:23])[CH2:21][OH:22]>C(Cl)Cl>[O:13]=[C:12]1[C:11]2[CH:14]=[CH:15][CH:16]=[CH:17][C:10]=2[CH2:9][O:8][C:7]2[CH:18]=[CH:19][C:4]([C:2]([O:22][CH2:21][CH2:20][OH:23])=[O:3])=[CH:5][C:6]1=2. Procedure: To a stirred solution of 1.0 gm of 2-chlorocarbonyl-6,11-dihydro-11-oxo-dibenz[b,e]oxepin in 50 cc of methylene chloride, add 3 gm of ethylene glycol and stir the mixture for 18 hours at room temperature. Distill off the solvent and excess ethylene glycol under high vacuum (0.1 mm). Chromatograph the residue on a silica gel column (100 gm), eluting with 10% ethyl acetate in benzene to obtain the title product.